This data is from the Open Reaction Database (ORD), a public repository of structured organic reaction records. The task is: describe an organic reaction: reactants, conditions, products, and yield As a reaction SMILES: [CH3:1][N:2]([CH2:4][CH2:5][CH2:6][CH2:7][CH2:8][C:9]([N:11]1[CH2:15][CH2:14][N:13]=[C:12]1[CH3:16])=[O:10])[CH3:3].[C:17]1([CH3:28])[CH:22]=[CH:21][C:20]([S:23]([O:26]C)(=[O:25])=[O:24])=[CH:19][CH:18]=1>C(#N)C>[C:17]1([CH3:28])[CH:18]=[CH:19][C:20]([S:23]([O-:26])(=[O:24])=[O:25])=[CH:21][CH:22]=1.[CH3:1][N+:2]([CH2:4][CH2:5][CH2:6][CH2:7][CH2:8][C:9]([N:11]1[CH2:15][CH2:14][N:13]=[C:12]1[CH3:16])=[O:10])([CH3:17])[CH3:3] |f:3.4|. Yields the product C1(=CC=C(C=C1)S(=O)(=O)[O-])C.C[N+](C)(C)CCCCCC(=O)N1C(=NCC1)C (6-(N,N,N-Trimethylammonio)hexanoyl 2-methyl-2-imidazoline ρ-toluenesulfonate). Reactants: CN(C)CCCCCC(=O)N1C(=NCC1)C (6-(N,N-Di-methylamino)hexanoyl 2-methyl-2-imidazoline), C1(=CC=C(C=C1)S(=O)(=O)OC)C (methyl ρ-toluenesulfonate). Reported procedure: 6-(N,N-Di-methylamino)hexanoyl 2-methyl-2-imidazoline (50.00 g, 0.222 mol), acetonitrile (150 mL), and methyl ρ-toluenesulfonate (41.32 g, 0.222 mol) are combined in a 500 mL three-necked round-bottomed flask equipped with reflux condenser, argon inlet, and magnetic stirrer. The mixture is heated for 1.3 h, cooled to room temperature, and concentrated by rotary evaporation at 50° C. to give a gold-brown solid. Drying at room temperature at 0.2 mm Hg for 18 h affords the title QSBA, 91.41 g as a ... Run in C(C)#N (acetonitrile). Reactants: N#Cc1ccccc1CBr, Cc1cc(N2CCCC2)c2ccc(O)cc2n1. Yields the product Cc1cc(N2CCCC2)c2ccc(OCc3ccccc3C#N)cc2n1. As a reaction SMILES: [Br:18][CH2:19][c:20]1[c:21]([C:22]#[N:23])[cH:24][cH:25][cH:26][cH:27]1.[CH3:1][c:2]1[n:3][c:4]2[cH:5][c:6]([OH:17])[cH:7][cH:8][c:9]2[c:10]([N:12]2[CH2:13][CH2:14][CH2:15][CH2:16]2)[cH:11]1>>[CH3:1][c:2]1[n:3][c:4]2[cH:5][c:6]([O:17][CH2:19][c:20]3[c:21]([C:22]#[N:23])[cH:24][cH:25][cH:26][cH:27]3)[cH:7][cH:8][c:9]2[c:10]([N:12]2[CH2:13][CH2:14][CH2:15][CH2:16]2)[cH:11]1. The reactants are CC1OC(=C(C1=O)O)C (2,5-Dimethyl-4-hydroxy-3(2H)-furanone), C(=C)OCCCC (butyl vinyl ether). Product: CC1OC(=C(C1=O)OC(C)OCCCC)C (2,5-dimethyl-4-[(1'-butoxy)ethoxy]-3(2H)-furanone). Yield: 38.7%. As a reaction SMILES: [CH3:1][CH:2]1[C:6](=[O:7])[C:5]([OH:8])=[C:4]([CH3:9])[O:3]1.[CH:10]([O:12][CH2:13][CH2:14][CH2:15][CH3:16])=[CH2:11]>>[CH3:9][CH:4]1[C:5](=[O:8])[C:6]([O:7][CH:10]([O:12][CH2:13][CH2:14][CH2:15][CH3:16])[CH3:11])=[C:2]([CH3:1])[O:3]1. Procedure: 2,5-Dimethyl-4-hydroxy-3(2H)-furanone (13.3 g, 0.1 mole) and butyl vinyl ether (20.0 g, 0.2 mole) are reacted as in Example 1 to give a 37.8% yield (8.83 g) of 2,5-dimethyl-4-[(1'-butoxy)ethoxy]-3(2H)-furanone, b.p. 68.8° C. (0.75 torr) IR (neat, film) 1200, 1625, 1700, 2865, 2930, 2958, 2978 cm-1, 1H NMR (CDCl3) δ0.95 (m, 3), 1.35 (d, J=5 Hz, 3), 1.38 (d, J=8 Hz, 3), 2.18 (S, 3), 3.70 (m, 2), 4.48 (q, J=7 Hz, 1) 5.31 (q, J=5 Hz, 1). The reactants are O=C(Nc1cnccn1)Nc1ccnc2cc(Br)ccc12, C1CCOC1, CC(C)(C)OC(=O)N1CC2CNCC2C1, CC(C)(C)[O-], [Na+]. Product: CC(C)(C)OC(=O)N1CC2CN(c3ccc4c(NC(=O)Nc5cnccn5)ccnc4c3)CC2C1. RXN SMILES: [Br:22][c:23]1[cH:24][cH:25][c:26]2[c:27]([NH:33][C:34](=[O:35])[NH:36][c:37]3[n:38][cH:39][cH:40][n:41][cH:42]3)[cH:28][cH:29][n:30][c:31]2[cH:32]1.[CH2:43]1[O:44][CH2:45][CH2:46][CH2:47]1.[CH2:7]1[N:8]([C:15](=[O:16])[O:17][C:18]([CH3:19])([CH3:20])[CH3:21])[CH2:9][CH:10]2[CH:11]1[CH2:12][NH:13][CH2:14]2.[CH3:1][C:2]([CH3:3])([O-:4])[CH3:5].[Na+:6]>>[CH2:7]1[N:8]([C:15](=[O:16])[O:17][C:18]([CH3:19])([CH3:20])[CH3:21])[CH2:9][CH:10]2[CH:11]1[CH2:12][N:13]([c:23]1[cH:24][cH:25][c:26]3[c:27]([NH:33][C:34](=[O:35])[NH:36][c:37]4[n:38][cH:39][cH:40][n:41][cH:42]4)[cH:28][cH:29][n:30][c:31]3[cH:32]1)[CH2:14]2. Reaction SMILES: [Br:18][CH2:19][CH2:20][CH2:21][Cl:22].[CH3:1][CH:2]([CH3:3])[S:4][c:5]1[cH:6][cH:7][c:8]([OH:11])[cH:9][cH:10]1.[CH:12]([OH:13])([CH3:14])[CH3:15].[Na+:17].[OH-:16].[OH2:23]>>[CH3:1][CH:2]([CH3:3])[S:4][c:5]1[cH:6][cH:7][c:8]([O:11][CH2:19][CH2:20][CH2:21][Cl:22])[cH:9][cH:10]1. Starting materials: ClCCCBr, CC(C)Sc1ccc(O)cc1, CC(C)O, [Na+], [OH-], O. Yields the product CC(C)Sc1ccc(OCCCCl)cc1.